From a dataset of the Open Reaction Database (ORD), a public repository of structured organic reaction records. describe an organic reaction: reactants, conditions, products, and yield Reactants: O=C1CC[C@H]2CO[C@@H](N12)C1=CC=CC=C1 ((2R, 5S)-8-oxo-2-phenyl-3-oxa-1-azabicyclo[3.3.0]octane), C(C)(C)[N-]C(C)C.[Li+] (lithium diisopropylamide), C(C)(C)(C)OC(=O)N1[C@H](C=O)C[C@H](C1)O[Si](C)(C)C(C)(C)C ((2S, 4R)-N-tert-butoxycarbonyl-4-tert-butyldimethylsiloxyprolinal), C(C)(=O)O (Acetic acid). Run in O1CCCC1 (tetrahydrofuran), O1CCCC1 (tetrahydrofuran). Reaction conditions: time 30 minute. Product: C(C)(C)(C)OC(=O)N1[C@@H](C[C@H](C1)O[Si](C)(C)C(C)(C)C)C(C1C[C@H]2CO[C@@H](N2C1=O)C1=CC=CC=C1)O ((2R, 5S)-7-[[(2S, 4R)-N-tert-butoxycarbonyl-4-(tert-butyldimethylsiloxy)pyrrolidin-2-yl](hydroxy)methyl]-8-oxo-2-phenyl-3-oxa-1azabicyclo[3.3.01octane). The yield is 11.3%. As a reaction SMILES: [O:1]=[C:2]1[N:9]2[C@H:5]([CH2:6][O:7][C@@H:8]2[C:10]2[CH:15]=[CH:14][CH:13]=[CH:12][CH:11]=2)[CH2:4][CH2:3]1.C([N-]C(C)C)(C)C.[Li+].[C:24]([O:28][C:29]([N:31]1[CH2:37][C@H:36]([O:38][Si:39]([C:42]([CH3:45])([CH3:44])[CH3:43])([CH3:41])[CH3:40])[CH2:35][C@H:32]1[CH:33]=[O:34])=[O:30])([CH3:27])([CH3:26])[CH3:25].C(O)(=O)C>O1CCCC1>[C:24]([O:28][C:29]([N:31]1[CH2:37][C@H:36]([O:38][Si:39]([C:42]([CH3:45])([CH3:44])[CH3:43])([CH3:41])[CH3:40])[CH2:35][C@H:32]1[CH:33]([OH:34])[CH:3]1[C:2](=[O:1])[N:9]2[C@H:5]([CH2:6][O:7][C@@H:8]2[C:10]2[CH:15]=[CH:14][CH:13]=[CH:12][CH:11]=2)[CH2:4]1)=[O:30])([CH3:27])([CH3:26])[CH3:25] |f:1.2|. Procedure details: To a solution of (2R, 5S)-8-oxo-2-phenyl-3-oxa-1-azabicyclo[3.3.0]octane (50 g, 246 mmol, J. Org. Chem., 51, 3140 (1986)) in tetrahydrofuran (1500 ml), lithium diisopropylamide (2M tetrahydrofuran-heptane solution, 147.6 ml, 295.2 mmol) was dropwise added at -78° C., and the reaction solution was stirred at the same temperature for 30 minutes. A solution of (2S, 4R)-N-tert-butoxycarbonyl-4-tert-butyldimethylsiloxyprolinal (61.0 g, 245.9 mmol) in tetrahydrofuran (400 ml) was dropwise added theret... Starting materials: C(C1=CC=CC=C1)OC=1C=CC2=C(C(=C(O2)C(C(C)C)=O)C)C1 (1-[5-(benzyloxy)-3-methyl-1-benzofuran-2-yl]-2-methylpropan-1-one). Solvent: C(C)O (ethanol). Conditions: time 16 hour. The product is OC=1C=CC2=C(C(=C(O2)C(C(C)C)=O)C)C1 (1-(5-hydroxy-3-methyl-1-benzofuran-2-yl)-2-methylpropan-1-one). The yield is 99.2%. As a reaction SMILES: C([O:8][C:9]1[CH:10]=[CH:11][C:12]2[O:16][C:15]([C:17](=[O:21])[CH:18]([CH3:20])[CH3:19])=[C:14]([CH3:22])[C:13]=2[CH:23]=1)C1C=CC=CC=1>C(O)C>[OH:8][C:9]1[CH:10]=[CH:11][C:12]2[O:16][C:15]([C:17](=[O:21])[CH:18]([CH3:19])[CH3:20])=[C:14]([CH3:22])[C:13]=2[CH:23]=1. Reported procedure: To a solution of 1-[5-(benzyloxy)-3-methyl-1-benzofuran-2-yl]-2-methylpropan-1-one (11.4 g) synthesized in Example A85(1) in ethanol (200 mL) was added palladium carbon-ethylenediamine complex (1.1 g) at room temperature. The reaction mixture was stirred under hydrogen atmosphere (1 atm) at room temperature for 16 hr, and the catalyst was filtered off. The filtrate was concentrated under reduced pressure to give a crude product (8.0 g, quantitative) of the title object compound as a colorless so... Starting materials: O=C(OCc1ccccc1)c1cc(-c2ncccn2)ccc1OCc1ccccc1, Cc1ccccc1, CO, [Na+], C1COCCO1, [OH-]. The product is O=C(O)c1cc(-c2ncccn2)ccc1OCc1ccccc1. Reaction SMILES: [CH2:3]([c:4]1[cH:5][cH:6][cH:7][cH:8][cH:9]1)[O:10][c:11]1[c:12]([C:13](=[O:14])[O:15][CH2:16][c:17]2[cH:18][cH:19][cH:20][cH:21][cH:22]2)[cH:23][c:24](-[c:27]2[n:28][cH:29][cH:30][cH:31][n:32]2)[cH:25][cH:26]1.[CH3:33][c:34]1[cH:35][cH:36][cH:37][cH:38][cH:39]1.[CH3:46][OH:47].[Na+:2].[O:40]1[CH2:41][CH2:42][O:43][CH2:44][CH2:45]1.[OH-:1]>>[CH2:3]([c:4]1[cH:5][cH:6][cH:7][cH:8][cH:9]1)[O:10][c:11]1[c:12]([C:13](=[O:14])[OH:15])[cH:23][c:24](-[c:27]2[n:28][cH:29][cH:30][cH:31][n:32]2)[cH:25][cH:26]1. Starting materials: CC(=O)c1ccncc1, O=C(OO)c1cccc(Cl)c1, ClCCl. As a reaction SMILES: [C:1]([CH3:2])(=[O:3])[c:4]1[cH:5][cH:6][n:7][cH:8][cH:9]1.[Cl:10][c:11]1[cH:12][c:13]([C:18](=[O:15])[O:19][OH:20])[cH:14][cH:16][cH:17]1.[Cl:21][CH2:22][Cl:23]>>[C:1]([CH3:2])(=[O:3])[c:4]1[cH:5][cH:6][n+:7]([O-:15])[cH:8][cH:9]1. The product is CC(=O)c1cc[n+]([O-])cc1. Reactants: BrC=1C=CC2=C(C=C(CCN2CC=C)C(=O)OC)C1 (methyl 7-bromo-1-(2-propenyl)-2,3-dihydro-1H-1-benzazepine-4-carboxylate), CN(C)C=O.O (DMF water), [Cl-] (chloride), CN(C)C=O.O (DMF water). The reagents and catalysts are [Pd](Cl)Cl (palladium chloride). Run in [Cl-].[Na+].O (brine). Run at temperature 60 celsius, time 18 hour. The product is BrC=1C=CC2=C(C=C(CCN2CC(C)=O)C(=O)OC)C1 (methyl 7-bromo-1-(2-oxopropyl)-2,3-dihydro-1H-1-benzazepine-4-carboxylate). RXN SMILES: [Cl-].[Br:2][C:3]1[CH:4]=[CH:5][C:6]2[N:12]([CH2:13][CH:14]=[CH2:15])[CH2:11][CH2:10][C:9]([C:16]([O:18][CH3:19])=[O:17])=[CH:8][C:7]=2[CH:20]=1.CN(C=[O:25])C.O>[Cl-].[Na+].O.[Pd](Cl)Cl>[Br:2][C:3]1[CH:4]=[CH:5][C:6]2[N:12]([CH2:13][C:14](=[O:25])[CH3:15])[CH2:11][CH2:10][C:9]([C:16]([O:18][CH3:19])=[O:17])=[CH:8][C:7]=2[CH:20]=1 |f:2.3,4.5.6|. Procedure details: A mixture of palladium chloride (96 mg) and curious chloride (218 mg) in DMF-water (7-1 ml) was stirred at 60° C. for 18 hours under oxygen atmosphere. To the reaction system was added a solution of methyl 7-bromo-1-(2-propenyl)-2,3-dihydro-1H-1-benzazepine-4-carboxylate (500 mg) in DMF-water (7-1 ml) was added, and the mixture was stirred at 60° C. for 7 hours. To the reaction system was added saturated brine, and the mixture was extracted with ethyl acetate. The organic layer was washed with s... Starting materials: CN1C(=NC=C1)CN1CCNCC1 (1-((1-methyl-1H-imidazol-2-yl)methyl)piperazine), BrC=1C(=C(C(=NC1)N)[N+](=O)[O-])Cl (5-bromo-4-chloro-3-nitropyridin-2-amine). The solvent is CCN(C(C)C)C(C)C (DIPEA), CC(C)O (iPrOH). Reaction conditions: temperature 65 celsius, time 17 hour. Yields the product BrC=1C(=C(C(=NC1)N)[N+](=O)[O-])N1CCN(CC1)CC=1N(C=CN1)C (5-Bromo-4-(4-((1-methyl-1H-imidazol-2-yl)methyl)piperazin-1-yl)-3-nitropyridin-2-amine). The yield is 51.0%. Reaction SMILES: [CH3:1][N:2]1[CH:6]=[CH:5][N:4]=[C:3]1[CH2:7][N:8]1[CH2:13][CH2:12][NH:11][CH2:10][CH2:9]1.[Br:14][C:15]1[C:16](Cl)=[C:17]([N+:22]([O-:24])=[O:23])[C:18]([NH2:21])=[N:19][CH:20]=1>CC(O)C.CCN(C(C)C)C(C)C>[Br:14][C:15]1[C:16]([N:11]2[CH2:10][CH2:9][N:8]([CH2:7][C:3]3[N:2]([CH3:1])[CH:6]=[CH:5][N:4]=3)[CH2:13][CH2:12]2)=[C:17]([N+:22]([O-:24])=[O:23])[C:18]([NH2:21])=[N:19][CH:20]=1. Reported procedure: The resulting 1-((1-methyl-1H-imidazol-2-yl)methyl)piperazine (supposedly 0.320 g, 1.78 mmol, 1 eq) was suspended in iPrOH (5.4 mL) and DIPEA (1.4 mL). To this solution, 5-bromo-4-chloro-3-nitropyridin-2-amine (0.400 g, 1.62 mmol, 1 eq) was added and the mixture heated and stirred for 17 h at 65° C. The mixture was filtered, washed with iPrOH (3×6 mL), Et2O (2×6 mL) and dried to give the title compound as a bright yellow powder (0.370 g, 51%); 1H-NMR (500 MHz, DMSO-d6): δ 2.97-3.08 (br s, 4H, pi... Reaction SMILES: [CH2:1]([O:8][C:9]([N:11]1[CH2:16][CH2:15][N:14]([C:17]2[CH:18]=[CH:19][C:20]3[N:25]4[C:26](=[O:35])[O:27][C@@H:28]([CH2:29]OS(C)(=O)=O)[C@@H:24]4[CH2:23][O:22][C:21]=3[CH:36]=2)[C:13](=[O:37])[CH2:12]1)=[O:10])[C:2]1[CH:7]=[CH:6][CH:5]=[CH:4][CH:3]=1.[K].[C:39]1(=[O:49])[NH:43][C:42](=[O:44])[C:41]2=[CH:45][CH:46]=[CH:47][CH:48]=[C:40]12>>[CH2:1]([O:8][C:9]([N:11]1[CH2:16][CH2:15][N:14]([C:17]2[CH:18]=[CH:19][C:20]3[N:25]4[C:26](=[O:35])[O:27][C@@H:28]([CH2:29][N:43]5[C:39](=[O:49])[C:40]6[C:41](=[CH:45][CH:46]=[CH:47][CH:48]=6)[C:42]5=[O:44])[C@@H:24]4[CH2:23][O:22][C:21]=3[CH:36]=2)[C:13](=[O:37])[CH2:12]1)=[O:10])[C:2]1[CH:3]=[CH:4][CH:5]=[CH:6][CH:7]=1 |f:1.2,^1:37|. Yields the product C(C1=CC=CC=C1)OC(=O)N1CC(N(CC1)C=1C=CC2=C(OC[C@@H]3N2C(O[C@H]3CN3C(C2=CC=CC=C2C3=O)=O)=O)C1)=O (4-((3S,3aS)-3-((1,3-dioxo-isoindolin-2-yl)methyl)-1-oxo-1,3,3a,4-tetrahydrobenzo[b]oxazolo[3,4-d][1,4]oxazin-7-yl)-3-oxopiperazin-1-carboxylic acid benzyl ester). Reactants: C(C1=CC=CC=C1)OC(=O)N1CC(N(CC1)C=1C=CC2=C(OC[C@@H]3N2C(O[C@H]3COS(=O)(=O)C)=O)C1)=O (4-((3R,3 aS)-3-((methylsulfonyloxy)methyl)-1-oxo-1,3,3a,4-tetrahydrobenzo[b]oxazolo[3,4-d][1,4]oxazin-7-yl)-3-oxopiperazin-1-carboxylic acid benzyl ester), [K].C1(C=2C(C(N1)=O)=CC=CC2)=O (phthalimide potassium), Example 1 ( d ). Procedure: Using compound 4-((3R,3 aS)-3-((methylsulfonyloxy)methyl)-1-oxo-1,3,3a,4-tetrahydrobenzo[b]oxazolo[3,4-d][1,4]oxazin-7-yl)-3-oxopiperazin-1-carboxylic acid benzyl ester (0.916 g, 1.725 mmol), and phthalimide potassium (0.479 g, 2.558 mmol) as starting materials, preparation following the method as described in Example 1 (d) afforded white solid 0.794 g, yield: 79.1%. The yield is 79.0%. Reactants: CCO, CCOC(=O)C(Cc1ccc(CC(F)(F)C(F)(F)F)cc1)C(O)c1cccc(Cl)c1, [Na+], C1CCOC1, [OH-]. The product is O=C(O)C(Cc1ccc(CC(F)(F)C(F)(F)F)cc1)C(O)c1cccc(Cl)c1. RXN SMILES: [CH2:33]([OH:34])[CH3:35].[Cl:1][c:2]1[cH:3][c:4]([CH:8]([CH:9]([C:10](=[O:11])[O:12][CH2:13][CH3:14])[CH2:15][c:16]2[cH:17][cH:18][c:19]([CH2:22][C:23]([C:24]([F:25])([F:26])[F:27])([F:28])[F:29])[cH:20][cH:21]2)[OH:30])[cH:5][cH:6][cH:7]1.[Na+:32].[O:36]1[CH2:37][CH2:38][CH2:39][CH2:40]1.[OH-:31]>>[Cl:1][c:2]1[cH:3][c:4]([CH:8]([CH:9]([C:10](=[O:11])[OH:12])[CH2:15][c:16]2[cH:17][cH:18][c:19]([CH2:22][C:23]([C:24]([F:25])([F:26])[F:27])([F:28])[F:29])[cH:20][cH:21]2)[OH:30])[cH:5][cH:6][cH:7]1. The reactants are O=[N+]([O-])c1cc(F)c(F)cc1OCc1ccccc1, CCOC(C)=O. Product: Nc1cc(F)c(F)cc1OCc1ccccc1. Reaction SMILES: [CH2:1]([c:2]1[cH:3][cH:4][cH:5][cH:6][cH:7]1)[O:8][c:9]1[c:10]([N+:17]([O-:18])=[O:19])[cH:11][c:12]([F:16])[c:13]([F:15])[cH:14]1.[CH3:20][CH2:21][O:22][C:23](=[O:24])[CH3:25]>>[CH2:1]([c:2]1[cH:3][cH:4][cH:5][cH:6][cH:7]1)[O:8][c:9]1[c:10]([NH2:17])[cH:11][c:12]([F:16])[c:13]([F:15])[cH:14]1. Reactants: N(=[N+]=[N-])CC(CN(S(=O)(=O)C1=CC=C(C=C1)C)CC(C)C)O (3-azido-1-(N-(4-methylphenylsulfonyl) isobutylamino)-2(RS)-propanol). The reagents and catalysts are [OH-].[OH-].[Pd+2] (Pd(OH)2). The solvent is CCO (EtOH). Reaction conditions: time 1 day. Product: NCC(CN(S(=O)(=O)C1=CC=C(C=C1)C)CC(C)C)O (1-amino-3-(N-(4-methylphenyl-sulfonyl)isobutylamino)-2(RS)-propanol). Yield: 84.6%. As a reaction SMILES: [N:1]([CH2:4][CH:5]([OH:22])[CH2:6][N:7]([CH2:18][CH:19]([CH3:21])[CH3:20])[S:8]([C:11]1[CH:16]=[CH:15][C:14]([CH3:17])=[CH:13][CH:12]=1)(=[O:10])=[O:9])=[N+]=[N-]>CCO.[OH-].[OH-].[Pd+2]>[NH2:1][CH2:4][CH:5]([OH:22])[CH2:6][N:7]([CH2:18][CH:19]([CH3:20])[CH3:21])[S:8]([C:11]1[CH:16]=[CH:15][C:14]([CH3:17])=[CH:13][CH:12]=1)(=[O:10])=[O:9] |f:2.3.4|. Procedure details: To a solution of Compound 24 (2.615 g, 8.011 mmol) in EtOH (20 mL) was added Pd(OH)2 /C (1.00 g). The mixture was stirred under hydrogen atmosphere for 1 day at ambient temperature. The mixture was filtered and the filtrate concentrated to yield 2.036 g (85% yield) of a colorless oil. 1H NMR (CDCl3) 0.91 (3H, d, J=6.6 Hz), 0.91 (3H, d, J=6.6 Hz), 1.91 (1H, m), 2.43 (3H, s), 2.81 (2H, m), 2.88 (1H, dd, J=13.6, 7.3 Hz), 2.95 (1H, dd, J=12.6, 7.3 Hz), 2.99 (1H, dd, J=14.5, 7.3 Hz), 3.14 (1H, dd, J=...